From a dataset of the Open Reaction Database (ORD), a public repository of structured organic reaction records. describe an organic reaction: reactants, conditions, products, and yield Starting materials: OC1CCC(CC1)C(=O)OCC (ethyl 4-hydroxycyclohexanecarboxylate), C(C)(C)N(C(C)C)CC (N,N-diisopropylethylamine), COCCl (chloromethyl methyl ether), Cl (hydrochloric acid). Solvent: ClCCCl (1,2-dichloroethane), O (water). Product: COCOC1CCC(CC1)C(=O)OCC (ethyl 4-methoxymethyloxycyclohexanecarboxylate). Isolated yield 41.5%. As a reaction SMILES: [OH:1][CH:2]1[CH2:7][CH2:6][CH:5]([C:8]([O:10][CH2:11][CH3:12])=[O:9])[CH2:4][CH2:3]1.C(N(CC)C(C)C)(C)C.[CH3:22][O:23][CH2:24]Cl.Cl>ClCCCl.O>[CH3:22][O:23][CH2:24][O:1][CH:2]1[CH2:3][CH2:4][CH:5]([C:8]([O:10][CH2:11][CH3:12])=[O:9])[CH2:6][CH2:7]1. Reported procedure: To a stirred solution of ethyl 4-oxocyclohexanecarboxylate (2.0 g, 12 mmol) in 10 mL of ethanol at 5° C. was added, in portions, 0.5 g (13 mmol) of sodium borohydride. After the mixture was stirred for 30 minutes at 5° C. and 18 hours at room temperature it was diluted with 10 mL of water and acidified to pH 3 with 1N hydrochloric acid. The mixture was extracted with ethyl acetate. After being washed with water and brine the extracts were dried over anhydrous sodium sulfate and concentrated to g... Reactants: [OH-].[Li+] (lithium hydroxide), COC(=O)[C@@H]1[C@H](C2=CC=C(C=C2[C@H]1C1=C(C=C(C=C1)OC)O)OCCC)C1=CC2=C(C=C1)OCO2 (Methyl-(1S,2R,3S)-1-(3,4-methylenedioxyphenyl)-3-(4-methoxy-2-hydroxyphenyl)-5-propoxyindane-2-carboxylate), solution, C(CC(O)(C(=O)O)CC(=O)O)(=O)O (citric acid). Solvent: COC(C)(C)C (t-butyl methyl ether), O (water), O1CCCC1 (tetrahydrofuran), CO (methanol). Reaction conditions: temperature 25 celsius, time 5 minute. Product: C1OC=2C=C(C=CC2O1)[C@@H]1[C@H]([C@@H](C2=CC(=CC=C12)OCCC)C1=C(C=C(C=C1)OC)O)C(=O)O ((1S,2R,3S)-1-(3,4-methylenedioxyphenyl)-3-[2-hydroxy-4-methoxyphenyl]-5-propoxyindane-2-carboxylic acid). RXN SMILES: C[O:2][C:3]([C@H:5]1[C@H:13]([C:14]2[CH:19]=[CH:18][C:17]([O:20][CH3:21])=[CH:16][C:15]=2[OH:22])[C:12]2[C:7](=[CH:8][CH:9]=[C:10]([O:23][CH2:24][CH2:25][CH3:26])[CH:11]=2)[C@@H:6]1[C:27]1[CH:32]=[CH:31][C:30]2[O:33][CH2:34][O:35][C:29]=2[CH:28]=1)=[O:4].[OH-].[Li+].C(O)(=O)CC(CC(O)=O)(C(O)=O)O>O1CCCC1.CO.O.COC(C)(C)C>[CH2:34]1[O:33][C:30]2[CH:31]=[CH:32][C:27]([C@H:6]3[C:7]4[C:12](=[CH:11][C:10]([O:23][CH2:24][CH2:25][CH3:26])=[CH:9][CH:8]=4)[C@@H:13]([C:14]4[CH:19]=[CH:18][C:17]([O:20][CH3:21])=[CH:16][C:15]=4[OH:22])[C@@H:5]3[C:3]([OH:4])=[O:2])=[CH:28][C:29]=2[O:35]1 |f:1.2|. Procedure: Methyl-(1S,2R,3S)-1-(3,4-methylenedioxyphenyl)-3-(4-methoxy-2-hydroxyphenyl)-5-propoxyindane-2-carboxylate (0.3183 g, 0.667 mmoles) was dissolved in 2 mL of tetrahydrofuran and 4 mL of methanol. A solution of lithium hydroxide (0.1402 g, 3.34 mmoles) in 1.8 mL of water was added over a period in one portion. The reaction mixture was heated to reflux temperature while monitoring the reaction progress by HPLC. After 22 hours at reflux, HPLC analysis indicated that the reaction was complete. The re... The reactants are CCCCNCC1OCCO1, O=C(Cl)CCl, [Na+], [Na+], O=C([O-])[O-], O, c1ccccc1. The product is CCCCN(CC1OCCO1)C(=O)CCl. Reaction SMILES: [CH2:1]([CH2:2][CH2:3][CH3:4])[NH:5][CH2:6][CH:7]1[O:8][CH2:9][CH2:10][O:11]1.[Cl:24][CH2:25][C:26](=[O:27])[Cl:28].[Na+:18].[Na+:19].[O-:20][C:21](=[O:22])[O-:23].[OH2:29].[cH:12]1[cH:13][cH:14][cH:15][cH:16][cH:17]1>>[CH2:1]([CH2:2][CH2:3][CH3:4])[N:5]([CH2:6][CH:7]1[O:8][CH2:9][CH2:10][O:11]1)[C:26]([CH2:25][Cl:24])=[O:27]. The reactants are CC(=O)OC(C)C, CC(=O)OO, C1=Cc2ccccc2CC1, CC(=O)O, I, O=N[O-], [Na+], [Na+], [Na+], O=S([O-])S(=O)(=O)[O-]. Product: O=[N+]([O-])C1=Cc2ccccc2CC1. As a reaction SMILES: [C:15]([O:16][CH:17]([CH3:18])[CH3:19])(=[O:20])[CH3:21].[C:23]([O:24][OH:25])(=[O:26])[CH3:27].[CH2:1]1[CH2:2][c:3]2[cH:4][cH:5][cH:6][cH:7][c:8]2[CH:9]=[CH:10]1.[CH3:37][C:38](=[O:39])[OH:40].[I:22].[N:11](=[O:12])[O-:13].[Na+:14].[Na+:35].[Na+:36].[S:28]([S:29]([O-:30])=[O:31])([O-:32])(=[O:33])=[O:34]>>[CH2:1]1[CH2:2][c:3]2[cH:4][cH:5][cH:6][cH:7][c:8]2[CH:9]=[C:10]1[N+:11](=[O:12])[O-:13].